This data is from the Open Reaction Database (ORD), a public repository of structured organic reaction records. The task is: describe an organic reaction: reactants, conditions, products, and yield The reactants are COC(=O)CBr, Cc1ccccc1, CC(C)(C)CCC=O, O. Product: COC(=O)CC(C=O)CC(C)(C)C. RXN SMILES: [Br:9][CH2:10][C:11](=[O:12])[O:13][CH3:14].[CH3:16][c:17]1[cH:18][cH:19][cH:20][cH:21][cH:22]1.[CH3:1][C:2]([CH2:3][CH2:4][CH:5]=[O:6])([CH3:7])[CH3:8].[OH2:15]>>[CH3:1][C:2]([CH2:3][CH:4]([CH:5]=[O:6])[CH2:10][C:11](=[O:12])[O:13][CH3:14])([CH3:7])[CH3:8]. Reactants: CC1=C(C=C2CC(NC2=C1C)=O)OC (6,7-dimethyl-5-methoxy-1,3-dihydro-2H-indole-2-one), salt, O (water). Solvent: C1CCOC1 (THF). Conditions: temperature 60 celsius. The product is CC1=C(C=C2CCNC2=C1C)OC (6,7-Dimethyl-5-methoxy-1,2-dihydro-1H-indole). Yield: 50.4%. Reaction SMILES: [CH3:1][C:2]1[C:10]([CH3:11])=[C:9]2[C:5]([CH2:6][C:7](=O)[NH:8]2)=[CH:4][C:3]=1[O:13][CH3:14].O>C1COCC1>[CH3:1][C:2]1[C:10]([CH3:11])=[C:9]2[C:5]([CH2:6][CH2:7][NH:8]2)=[CH:4][C:3]=1[O:13][CH3:14]. Procedure details: To a solution of 6,7-dimethyl-5-methoxy-1,3-dihydro-2H-indole-2-one (17.5 g, 91.5 mmol) in THF (500 mL) was added dropwise 1M-borane THF complex salt (306 mmol) at 0° C., and the mixture was stirred at 60° C. 3 hours. After ice-cooling, the mixture was added dropwise to water (100 mL). THF was distilled off under reduced pressure, concentrated hydrochloric acid (100 mL) was added, and the mixture was stirred under reflux for 2 hours. After neutralizing with 12N sodium hydroxide under ice-cooling... The reactants are BrC=1C=C(C=CC1)O (3-bromophenol), C(C=C)(=O)OCC (ethyl acrylate). The solvent is CO (methanol). Yields the product BrC=1C=C(OCCC(=O)OCC)C=CC1 (ethyl 3-(m-bromophenoxy)propionate). Isolated yield 52.9%. RXN SMILES: [Br:1][C:2]1[CH:3]=[C:4]([OH:8])[CH:5]=[CH:6][CH:7]=1.[C:9]([O:13][CH2:14][CH3:15])(=[O:12])[CH:10]=[CH2:11]>CO>[Br:1][C:2]1[CH:3]=[C:4]([CH:5]=[CH:6][CH:7]=1)[O:8][CH2:11][CH2:10][C:9]([O:13][CH2:14][CH3:15])=[O:12]. Reported procedure: A mixture of 20 g of 3-bromophenol, 92 g of ethyl acrylate and 1.8 ml of Triton B (35% in methanol) was boiled at reflux overnight. After distilling off the excess acrylate at normal pressure, the residue was distilled in a high vacuum. There were obtained 16.7 g of ethyl 3-(m-bromophenoxy)propionate as a colorless oil, boiling point 107°-110° C./67 Pa. Starting materials: NC=1C=C(C=C(C1I)OCC)CO ((3-amino-5-ethoxy-4-iodo-phenyl)-methanol). Reagents/catalysts: O=[Mn]=O (MnO2). The solvent is ClCCl (dichloromethane). Yields the product NC=1C(=C(C=C(C=O)C1)OCC)I (5-Amino-3-ethoxy-4-iodo-benzaldehyde). The yield is 64.5%. Reaction SMILES: [NH2:1][C:2]1[CH:3]=[C:4]([CH2:12][OH:13])[CH:5]=[C:6]([O:9][CH2:10][CH3:11])[C:7]=1[I:8]>ClCCl.O=[Mn]=O>[NH2:1][C:2]1[C:7]([I:8])=[C:6]([O:9][CH2:10][CH3:11])[CH:5]=[C:4]([CH:3]=1)[CH:12]=[O:13]. Procedure: To a solution of (3-amino-5-ethoxy-4-iodo-phenyl)-methanol (4.9 g, 16.72 mmol) in dichloromethane (100 mL) was added MnO2 (7.27 g, 83.59 mmol) and the reaction mixture heated to reflux for 3 h. Filtration through Hyflo, concentration by evaporation under reduced pressure and purification with column chromatography on silica eluting with hexane/ethyl acetate (3:1) yielded 3.14 g (60%) of the title compound. The reactants are O=C(Nc1c[nH]c2ncc(Br)c(F)c12)c1cccc(C(F)(F)F)c1, CCCCO, CC(C)(C)OC(=O)NC1CCCNC1. Product: CC(C)(C)OC(=O)NC1CCCN(c2c(Br)cnc3[nH]cc(NC(=O)c4cccc(C(F)(F)F)c4)c23)C1. As a reaction SMILES: [Br:1][c:2]1[c:3]([F:24])[c:4]2[c:5]([n:6][cH:7]1)[nH:8][cH:9][c:10]2[NH:11][C:12]([c:13]1[cH:14][c:15]([C:19]([F:20])([F:21])[F:22])[cH:16][cH:17][cH:18]1)=[O:23].[CH2:39]([OH:40])[CH2:41][CH2:42][CH3:43].[NH:25]1[CH2:26][CH:27]([NH:31][C:32]([O:33][C:34]([CH3:35])([CH3:36])[CH3:37])=[O:38])[CH2:28][CH2:29][CH2:30]1>>[Br:1][c:2]1[c:3]([N:25]2[CH2:26][CH:27]([NH:31][C:32]([O:33][C:34]([CH3:35])([CH3:36])[CH3:37])=[O:38])[CH2:28][CH2:29][CH2:30]2)[c:4]2[c:5]([n:6][cH:7]1)[nH:8][cH:9][c:10]2[NH:11][C:12]([c:13]1[cH:14][c:15]([C:19]([F:20])([F:21])[F:22])[cH:16][cH:17][cH:18]1)=[O:23]. Starting materials: CC(=O)O, O, O=[N+]([O-])O, O=S(=O)(O)O, O=S1(=O)c2ccccc2-c2ccccc21. The product is O=[N+]([O-])c1ccc2c(c1)S(=O)(=O)c1ccccc1-2. As a reaction SMILES: [CH3:1][C:2](=[O:3])[OH:4].[OH2:29].[OH:25][N+:26]([O-:27])=[O:28].[S:5](=[O:6])(=[O:7])([OH:8])[OH:9].[cH:10]1[cH:11][cH:12][cH:13][c:14]2[c:18]1-[c:17]1[c:16]([cH:22][cH:21][cH:20][cH:19]1)[S:15]2(=[O:23])=[O:24]>>[cH:10]1[cH:11][cH:12][cH:13][c:14]2[c:18]1-[c:17]1[c:16]([cH:22][c:21]([N+:26](=[O:25])[O-:27])[cH:20][cH:19]1)[S:15]2(=[O:23])=[O:24].